The task is: describe an organic reaction: reactants, conditions, products, and yield. This data is from the Open Reaction Database (ORD), a public repository of structured organic reaction records. Starting materials: C1(=CC=CC=C1)[C@@H]1[C@H](NC(O1)=O)C1=CC(=NC=C1)C#CC1=NC=CC=C1 ((4R,5R)-5-phenyl-4-(2-(pyridin-2-ylethynyl)pyridin-4-yl)oxazolidin-2-one), BrC=1C=C(C=NC1)[C@H]1NC(O[C@@H]1C1=CC(=CC=C1)F)=O ((4R,5R)-4-(5-bromopyridin-3-yl)-5-(3-fluorophenyl)oxazolidin-2-one), C[Si](C)(C)C#CC=1C=NC=CC1 (3-((trimethylsilyl)ethynyl)pyridine). Yields the product FC=1C=C(C=CC1)[C@@H]1[C@H](NC(O1)=O)C=1C=NC=C(C1)C#CC=1C=NC=CC1 ((4R,5R)-5-(3-Fluorophenyl)-4-(5-(pyridin-3-ylethynyl)pyridin-3-yl)oxazolidin-2-one). Reaction SMILES: C1([C@H]2OC(=O)N[C@@H]2C2C=CN=C(C#CC3C=CC=CN=3)C=2)C=CC=CC=1.Br[C:28]1[CH:29]=[C:30]([C@@H:34]2[C@@H:38]([C:39]3[CH:44]=[CH:43][CH:42]=[C:41]([F:45])[CH:40]=3)[O:37][C:36](=[O:46])[NH:35]2)[CH:31]=[N:32][CH:33]=1.C[Si]([C:51]#[C:52][C:53]1[CH:54]=[N:55][CH:56]=[CH:57][CH:58]=1)(C)C>>[F:45][C:41]1[CH:40]=[C:39]([C@H:38]2[O:37][C:36](=[O:46])[NH:35][C@@H:34]2[C:30]2[CH:31]=[N:32][CH:33]=[C:28]([C:51]#[C:52][C:53]3[CH:54]=[N:55][CH:56]=[CH:57][CH:58]=3)[CH:29]=2)[CH:44]=[CH:43][CH:42]=1. Reported procedure: Prepared according to the same procedure as (4R,5R)-5-phenyl-4-(2-(pyridin-2-ylethynyl)pyridin-4-yl)oxazolidin-2-one, starting with (4R,5R)-4-(5-bromopyridin-3-yl)-5-(3-fluorophenyl)oxazolidin-2-one and 3-((trimethylsilyl)ethynyl)pyridine. 1H-NMR (CDCl3, 500 MHz) δ 8.10-9.50 (bm, 3H), 7.94 (s, 1H), 7.88 (d, J=7.9, 1H), 7.42 (m, 2H), 7.10 (m, 3H), 6.81 (bs, 1H), 5.31 (d, J=7.3, 1H), 4.85 (d, J=7.3, 1H). 13C-NMR (CDCl3, 126 MHz) δ 164.2, 162.2, 158.4, 152.9, 147.4, 139.1 (d, J=6.7), 138.7, 136.5, ...